This data is from the Open Reaction Database (ORD), a public repository of structured organic reaction records. The task is: describe an organic reaction: reactants, conditions, products, and yield Starting materials: C(C)OC(=O)C1(CC1)C1=CC=C(C=C1)C1=CC=C(C=C1)C1=C(C(=NO1)C)N (1-[4′-(4-amino-3-methyl-isoxazol-5-yl)-biphenyl-4-yl]-cyclopropanecarboxylic acid ethyl ester), BrC=1C=NC=C(C1)C1=CC=CC=C1 (3-bromo-5-phenyl-pyridine). Yields the product C(C)OC(=O)C1(CC1)C1=CC=C(C=C1)C1=CC=C(C=C1)C1=C(C(=NO1)C)NC=1C=NC=C(C1)C1=CC=CC=C1 (1-{4′-[3-Methyl-4-(5-phenyl-pyridin-3-ylamino)-isoxazol-5-yl]-biphenyl-4-yl}-cyclopropanecarboxylic acid ethyl ester). Reaction SMILES: [CH2:1]([O:3][C:4]([C:6]1([C:9]2[CH:14]=[CH:13][C:12]([C:15]3[CH:20]=[CH:19][C:18]([C:21]4[O:25][N:24]=[C:23]([CH3:26])[C:22]=4[NH2:27])=[CH:17][CH:16]=3)=[CH:11][CH:10]=2)[CH2:8][CH2:7]1)=[O:5])[CH3:2].Br[C:29]1[CH:30]=[N:31][CH:32]=[C:33]([C:35]2[CH:40]=[CH:39][CH:38]=[CH:37][CH:36]=2)[CH:34]=1>>[CH2:1]([O:3][C:4]([C:6]1([C:9]2[CH:10]=[CH:11][C:12]([C:15]3[CH:20]=[CH:19][C:18]([C:21]4[O:25][N:24]=[C:23]([CH3:26])[C:22]=4[NH:27][C:29]4[CH:30]=[N:31][CH:32]=[C:33]([C:35]5[CH:36]=[CH:37][CH:38]=[CH:39][CH:40]=5)[CH:34]=4)=[CH:17][CH:16]=3)=[CH:13][CH:14]=2)[CH2:8][CH2:7]1)=[O:5])[CH3:2]. Reported procedure: Prepared according to the procedure described in Example 68, Step 2, using 1-[4′-(4-amino-3-methyl-isoxazol-5-yl)-biphenyl-4-yl]-cyclopropanecarboxylic acid ethyl ester and 3-bromo-5-phenyl-pyridine. Reactants: FC=1C=C(C=C(C1CN1CCOCC1)F)N1C=CC2=C1N=C(N=C2)NC2=CC=C(C=C2)[C@@H]2NCCOC2 ([7-(3,5-Difluoro-4-morpholin-4-ylmethyl-phenyl)-7H-pyrrolo[2,3-d]pyrimidin-2-yl]-((S)-4-morpholin-3-yl-phenyl)-amine), [Si](C)(C)(C(C)(C)C)OCC=O ((tert-butyldimethylsilyloxy)-acetaldehyde), CCCC[N+](CCCC)(CCCC)CCCC.[F-] (TBAF). Run in CO (methanol), C(#N)[BH3-].[Na+] (sodium cyanoborohydride), C1CCOC1 (THF). Yields the product FC=1C=C(C=C(C1CN1CCOCC1)F)N1C=CC2=C1N=C(N=C2)NC2=CC=C(C=C2)[C@@H]2N(CCOC2)CCO (2-((S)-3-{4-[7-(3,5-difluoro-4-morpholin-4-ylmethyl-phenyl)-7H-pyrrolo[2,3-d]pyrimidin-2-ylamino]-phenyl}-morpholin-4-yl)-ethanol). As a reaction SMILES: [F:1][C:2]1[CH:3]=[C:4]([N:16]2[C:20]3[N:21]=[C:22]([NH:25][C:26]4[CH:31]=[CH:30][C:29]([C@H:32]5[CH2:37][O:36][CH2:35][CH2:34][NH:33]5)=[CH:28][CH:27]=4)[N:23]=[CH:24][C:19]=3[CH:18]=[CH:17]2)[CH:5]=[C:6]([F:15])[C:7]=1[CH2:8][N:9]1[CH2:14][CH2:13][O:12][CH2:11][CH2:10]1.[Si]([O:45][CH2:46][CH:47]=O)(C(C)(C)C)(C)C.CCCC[N+](CCCC)(CCCC)CCCC.[F-]>CO.C([BH3-])#N.[Na+].C1COCC1>[F:15][C:6]1[CH:5]=[C:4]([N:16]2[C:20]3[N:21]=[C:22]([NH:25][C:26]4[CH:31]=[CH:30][C:29]([C@H:32]5[CH2:37][O:36][CH2:35][CH2:34][N:33]5[CH2:47][CH2:46][OH:45])=[CH:28][CH:27]=4)[N:23]=[CH:24][C:19]=3[CH:18]=[CH:17]2)[CH:3]=[C:2]([F:1])[C:7]=1[CH2:8][N:9]1[CH2:14][CH2:13][O:12][CH2:11][CH2:10]1 |f:2.3,5.6|. Procedure details: The compound is obtained by treating [7-(3,5-Difluoro-4-morpholin-4-ylmethyl-phenyl)-7H-pyrrolo[2,3-d]pyrimidin-2-yl]-((S)-4-morpholin-3-yl-phenyl)-amine (Example 511) with (tert-butyldimethylsilyloxy)-acetaldehyde in methanol and sodium cyanoborohydride at 60° C., followed by a deprotection with TBAF in THF. HPLC: tR=0.60 min (Method G); MS-ES: (M+H)+=551 Reaction conditions: temperature 25 celsius, time 2 hour. The reactants are COc1ncc(Br)cc1C(=O)O, NCc1ccc(F)cc1F. Reagents/catalysts: CCN=C=NCCCN(C)C.Cl (EDC-HCl), CCN(C(C)C)C(C)C (DIPEA), C1=CC=C2C(=C1)C(=O)N(C2=O)O (N-Hydroxyphthalimide). RXN SMILES: NCc1ccc(F)cc1F.COc1ncc(Br)cc1C(=O)O.CCN=C=NCCCN(C)C.Cl.C1=CC=C2C(=C1)C(=O)N(C2=O)O.CCN(C(C)C)C(C)C.CN(C)C=O>>COc1ncc(Br)cc1C(=O)NCc1ccc(F)cc1F. Solvent: CN(C)C=O (DMF), CN(C)C=O (DMF), CN(C)C=O (DMF), CN(C)C=O (DMF), CN(C)C=O (DMF), CN(C)C=O (DMF). Isolated yield 35.2%. Product: COc1ncc(Br)cc1C(=O)NCc1ccc(F)cc1F. The reactants are ClC=1C2=C(N=CN1)NC(C2)=O (4-chloro-5,7-dihydro-pyrrolo[2,3-d]pyrimidin-6-one), S1C(=NC=C1)C=O (thiazole-2-carbaldehyde), N1CCCC1 (pyrrolidine). Run in CO (methanol). Reaction conditions: time 15 minute. Yields the product ClC=1C2=C(N=CN1)NC(C2=CC=2SC=CN2)=O (4-Chloro-5-(thiazol-2-ylmethylene)-5H-pyrrolo[2,3-d]pyrimidin-6(7H)-one). Isolated yield 77.8%. Reaction SMILES: [Cl:1][C:2]1[C:3]2[CH2:10][C:9](=[O:11])[NH:8][C:4]=2[N:5]=[CH:6][N:7]=1.[S:12]1[CH:16]=[CH:15][N:14]=[C:13]1[CH:17]=O.N1CCCC1>CO>[Cl:1][C:2]1[C:3]2[C:10](=[CH:17][C:13]3[S:12][CH:16]=[CH:15][N:14]=3)[C:9](=[O:11])[NH:8][C:4]=2[N:5]=[CH:6][N:7]=1. Reported procedure: Combine 4-chloro-5,7-dihydro-pyrrolo[2,3-d]pyrimidin-6-one (0.3 g; 0.0017 mol), thiazole-2-carbaldehyde (0.23 mL, 0.0026 mol) in methanol (1.5 mL). Add drop-wise pyrrolidine (0.073 mL; 0.0008 mol). Stir at RT for 15 min. Filter the solids to give the title compound (0.35 g; 76.08%). Starting materials: CN(C)C=O, COC1=CC(=O)N(C(CC2CCCC2)C(=O)O)C1, O=C(Cl)C(=O)Cl, ClCCl, Cc1nsc(N)n1, Cc1cccc(C)n1. Product: COC1=CC(=O)N(C(CC2CCCC2)C(=O)Nc2nc(C)ns2)C1. As a reaction SMILES: [CH3:43][N:44]([CH3:45])[CH:46]=[O:47].[CH:1]1([CH2:6][CH:7]([C:8](=[O:9])[OH:10])[N:11]2[C:12](=[O:18])[CH:13]=[C:14]([O:16][CH3:17])[CH2:15]2)[CH2:2][CH2:3][CH2:4][CH2:5]1.[Cl:19][C:20]([C:21]([Cl:22])=[O:23])=[O:24].[Cl:40][CH2:41][Cl:42].[NH2:25][c:26]1[n:27][c:28]([CH3:31])[n:29][s:30]1.[n:32]1[c:33]([CH3:34])[cH:35][cH:36][cH:37][c:38]1[CH3:39]>>[CH:1]1([CH2:6][CH:7]([C:8](=[O:10])[NH:25][c:26]2[n:27][c:28]([CH3:31])[n:29][s:30]2)[N:11]2[C:12](=[O:18])[CH:13]=[C:14]([O:16][CH3:17])[CH2:15]2)[CH2:2][CH2:3][CH2:4][CH2:5]1. Reactants: ClCCl, CO, CCOC(C)=O, CC1(C)OCC(c2cnc(NC(=O)C(CC3CCCC3)n3ncc(Oc4c(F)cccc4F)cc3=O)cn2)O1, Cc1ccc(S(=O)(=O)O)cc1. Product: O=C(Nc1cnc(C(O)CO)cn1)C(CC1CCCC1)n1ncc(Oc2c(F)cccc2F)cc1=O. RXN SMILES: [CH2:53]([Cl:54])[Cl:55].[CH3:51][OH:52].[CH3:56][CH2:57][O:58][C:59](=[O:60])[CH3:61].[CH:1]1([CH2:6][CH:7]([C:8](=[O:9])[NH:10][c:11]2[n:12][cH:13][c:14]([CH:17]3[O:18][C:19]([CH3:22])([CH3:23])[O:20][CH2:21]3)[n:15][cH:16]2)[n:24]2[n:25][cH:26][c:27]([O:31][c:32]3[c:33]([F:39])[cH:34][cH:35][cH:36][c:37]3[F:38])[cH:28][c:29]2=[O:30])[CH2:2][CH2:3][CH2:4][CH2:5]1.[c:40]1([CH3:41])[cH:42][cH:43][c:44]([S:45]([OH:46])(=[O:47])=[O:48])[cH:49][cH:50]1>>[CH:1]1([CH2:6][CH:7]([C:8](=[O:9])[NH:10][c:11]2[n:12][cH:13][c:14]([CH:17]([OH:18])[CH2:21][OH:20])[n:15][cH:16]2)[n:24]2[n:25][cH:26][c:27]([O:31][c:32]3[c:33]([F:39])[cH:34][cH:35][cH:36][c:37]3[F:38])[cH:28][c:29]2=[O:30])[CH2:2][CH2:3][CH2:4][CH2:5]1. Starting materials: CCOC(C)=O, CS(C)=O, O, O=C1OI(=O)(O)c2ccccc21, OCc1ccc2[nH]c(NCC3CCN(Cc4cccc5ccccc45)CC3)nc2c1. Yields the product O=Cc1ccc2[nH]c(NCC3CCN(Cc4cccc5ccccc45)CC3)nc2c1. RXN SMILES: [CH3:44][CH2:45][O:46][C:47](=[O:48])[CH3:49].[CH3:50][S:51]([CH3:52])=[O:53].[OH2:43].[OH:1][I:2]1(=[O:3])[c:4]2[cH:5][cH:6][cH:7][cH:8][c:9]2[C:10](=[O:11])[O:12]1.[c:13]1([CH2:23][N:24]2[CH2:25][CH2:26][CH:27]([CH2:30][NH:31][c:32]3[n:33][c:34]4[c:35]([nH:36]3)[cH:37][cH:38][c:39]([CH2:41][OH:42])[cH:40]4)[CH2:28][CH2:29]2)[cH:14][cH:15][cH:16][c:17]2[cH:18][cH:19][cH:20][cH:21][c:22]12>>[c:13]1([CH2:23][N:24]2[CH2:25][CH2:26][CH:27]([CH2:30][NH:31][c:32]3[n:33][c:34]4[c:35]([nH:36]3)[cH:37][cH:38][c:39]([CH:41]=[O:42])[cH:40]4)[CH2:28][CH2:29]2)[cH:14][cH:15][cH:16][c:17]2[cH:18][cH:19][cH:20][cH:21][c:22]12. Starting materials: CS(=O)(=O)OCCC1(C(NCCC1)=O)COS(=O)(=O)C (methanesulphonic acid 3-(2-methanesulphonyloxy-ethyl)-2-oxo-piperidin-3-ylmethyl ester), C(C1=CC=CC=C1)N (benzylamine). The solvent is O1CCOCC1 (dioxane), COC(C)(C)C (tert-butyl methyl ether). The product is C(C1=CC=CC=C1)N1CC2(CC1)C(NCCC2)=O (2-Benzyl-2,7-diaza-spiro[4.5]decan-6-one). Reaction SMILES: CS(O[CH2:6][CH2:7][C:8]1([CH2:15]OS(C)(=O)=O)[CH2:13][CH2:12][CH2:11][NH:10][C:9]1=[O:14])(=O)=O.[CH2:21]([NH2:28])[C:22]1[CH:27]=[CH:26][CH:25]=[CH:24][CH:23]=1>O1CCOCC1.COC(C)(C)C>[CH2:21]([N:28]1[CH2:6][CH2:7][C:8]2([CH2:13][CH2:12][CH2:11][NH:10][C:9]2=[O:14])[CH2:15]1)[C:22]1[CH:27]=[CH:26][CH:25]=[CH:24][CH:23]=1. Procedure: A solution of 1 mmol of methanesulphonic acid 3-(2-methanesulphonyloxy-ethyl)-2-oxo-piperidin-3-ylmethyl ester and 3 mmol of benzylamine in 5 ml of dioxane is heated at 60° C. for 30 hours. The reaction mixture is diluted with tert-butyl methyl ether and washed with brine. The organic phase is dried with sodium sulphate and evaporated. From the residue the title compound is identified by means of flash chromatography (SiO2 60 F) on the basis of the Rf value. Reactants: N1CCCC1 (tetrahydropyrrole), ClCCCO (3-chloropropanol). The solvent is C1(=CC=CC=C1)C (toluene). Yields the product Cl.ClCCN1CCCC1 (N-(2-chloroethyl)tetrahydropyrrole hydrochloride). The yield is 123.5%. Reaction SMILES: [NH:1]1[CH2:5][CH2:4][CH2:3][CH2:2]1.[Cl:6][CH2:7][CH2:8]CO>C1(C)C=CC=CC=1>[ClH:6].[Cl:6][CH2:7][CH2:8][N:1]1[CH2:5][CH2:4][CH2:3][CH2:2]1 |f:3.4|. Procedure details: 165 ml (2 mol) of tetrahydropyrrole, 67 ml (1 mol) of 3-chloropropanol and 200 ml toluene were added successively into a reaction flask. The mixture was heated to the reflux temperature and reacted for 3 h. After cooling to room temperature, a solid was separated out. The solid was filtered by sucking, and the filter cake was washed with 20 ml toluene. The temperature of the filtrate was controlled at about 75° C., and 200 ml thionyl chloride was added dropwise. After refluxing for 2 h, the mixt... The reactants are BrBr (bromine), O1CCOC12CCC(CC2)N ((1,4-dioxa-spiro[4.5]dec-8-yl)amine), NC(=S)N (thiourea). The solvent is Br (hydrobromic acid). Conditions: temperature 90 celsius, time 15 minute. Product: Br.Br.S1C(=NC2=C1CC(CC2)N)N (4,5,6,7-tetrahydro-benzothiazole-2,6-diamine dihydrobromide). As a reaction SMILES: O1[C:5]2([CH2:10][CH2:9][CH:8]([NH2:11])[CH2:7][CH2:6]2)OCC1.[Br:12]Br.[NH2:14][C:15]([NH2:17])=[S:16]>Br>[BrH:12].[BrH:12].[S:16]1[C:10]2[CH2:9][CH:8]([NH2:11])[CH2:7][CH2:6][C:5]=2[N:14]=[C:15]1[NH2:17] |f:4.5.6|. Procedure: A solution of 9.43 g (60 mmol) (1,4-dioxa-spiro[4.5]dec-8-yl)amine in 120 mL concentrated aqueous hydrobromic acid is stirred for 15 minutes at room temperature and then 3.12 mL (60 mmol) bromine are added. After further stirring for 15 minutes, 4.56 g (60 mmol) of thiourea is added. The resulting solution is stirred for another at room temperature until a white precipitation can be observed. Afterwards the mixture is heated for 2 hours at 90° C. The clear reaction mixture is then concentrated u...